This data is from the Open Reaction Database (ORD), a public repository of structured organic reaction records. The task is: describe an organic reaction: reactants, conditions, products, and yield Reactants: COC(=O)C1CCC(Oc2ccc3ccccc3c2)CC1, CO, NN, O. Product: NNC(=O)C1CCC(Oc2ccc3ccccc3c2)CC1. Reaction SMILES: [CH3:1][O:2][C:3](=[O:4])[CH:5]1[CH2:6][CH2:7][CH:8]([O:11][c:12]2[cH:13][c:14]3[cH:15][cH:16][cH:17][cH:18][c:19]3[cH:20][cH:21]2)[CH2:9][CH2:10]1.[CH3:25][OH:26].[NH2:23][NH2:24].[OH2:22]>>[O:2]=[C:3]([CH:5]1[CH2:6][CH2:7][CH:8]([O:11][c:12]2[cH:13][c:14]3[cH:15][cH:16][cH:17][cH:18][c:19]3[cH:20][cH:21]2)[CH2:9][CH2:10]1)[NH:23][NH2:24]. The reactants are Cn1c(C(=O)CBr)nc2ccccc21, CCc1cc2c(=O)[nH]c(=O)n(Cc3ccc(-c4ccccc4C#N)cc3)c2s1, CN(C)C=O, CCOC(C)=O, [H-], [Na+], O. Yields the product CCc1cc2c(=O)n(CC(=O)c3nc4ccccc4n3C)c(=O)n(Cc3ccc(-c4ccccc4C#N)cc3)c2s1. RXN SMILES: [Br:29][CH2:30][C:31](=[O:32])[c:33]1[n:34][c:35]2[c:36]([n:37]1[CH3:38])[cH:39][cH:40][cH:41][cH:42]2.[CH2:1]([CH3:2])[c:3]1[cH:4][c:5]2[c:6]([n:7]([CH2:13][c:14]3[cH:15][cH:16][c:17](-[c:20]4[c:21]([C:26]#[N:27])[cH:22][cH:23][cH:24][cH:25]4)[cH:18][cH:19]3)[c:8](=[O:12])[nH:9][c:10]2=[O:11])[s:28]1.[CH3:43][N:44]([CH3:45])[CH:46]=[O:47].[CH3:51][CH2:52][O:53][C:54](=[O:55])[CH3:56].[H-:48].[Na+:49].[OH2:50]>>[CH2:1]([CH3:2])[c:3]1[cH:4][c:5]2[c:6]([n:7]([CH2:13][c:14]3[cH:15][cH:16][c:17](-[c:20]4[c:21]([C:26]#[N:27])[cH:22][cH:23][cH:24][cH:25]4)[cH:18][cH:19]3)[c:8](=[O:12])[n:9]([CH2:30][C:31](=[O:32])[c:33]3[n:34][c:35]4[c:36]([n:37]3[CH3:38])[cH:39][cH:40][cH:41][cH:42]4)[c:10]2=[O:11])[s:28]1. Starting materials: C(C)(=O)O[BH-](OC(C)=O)OC(C)=O.[Na+] (Sodium triacetoxyborohydride), NC1CC(N(C1)C=1C=CC=2OCC(NC2N1)=O)=O (6-(4-Amino-2-oxopyrrolidin-1-yl)-2H-pyrido[3,2-b][1,4]oxazin-3(4H)-one), COC1=CC=C2N=CC(N(C2=C1)CCCC=O)=O (4-(7-methoxy-2-oxoquinoxalin-1(2H)-yl)butanal), S(=O)(=O)([O-])[O-].[Na+].[Na+] (Sodium sulfate), C(O)([O-])=O.[Na+] (sodium hydrogen carbonate). Solvent: ClCCl (dichloromethane), CN(C=O)C (N,N-dimethylformamide). Conditions: time 8 hour. Yields the product COC1=CC=C2N=CC(N(C2=C1)CCCCNC1CC(N(C1)C=1C=CC=2OCC(NC2N1)=O)=O)=O (6-(4-{[4-(7-Methoxy-2-oxoquinoxalin-1(2H)-yl)butyl]amino}-2-oxopyrrolidin-1-yl)-2H-pyrido[3,2-b][1,4]oxazin-3(4H)-one). Yield: 77.7%. Reaction SMILES: [NH2:1][CH:2]1[CH2:6][N:5]([C:7]2[CH:8]=[CH:9][C:10]3[O:11][CH2:12][C:13](=[O:17])[NH:14][C:15]=3[N:16]=2)[C:4](=[O:18])[CH2:3]1.[CH3:19][O:20][C:21]1[CH:30]=[C:29]2[C:24]([N:25]=[CH:26][C:27](=[O:36])[N:28]2[CH2:31][CH2:32][CH2:33][CH:34]=O)=[CH:23][CH:22]=1.S([O-])([O-])(=O)=O.[Na+].[Na+].C(O[BH-](OC(=O)C)OC(=O)C)(=O)C.[Na+].C(=O)([O-])O.[Na+]>CN(C)C=O.ClCCl>[CH3:19][O:20][C:21]1[CH:30]=[C:29]2[C:24]([N:25]=[CH:26][C:27](=[O:36])[N:28]2[CH2:31][CH2:32][CH2:33][CH2:34][NH:1][CH:2]2[CH2:6][N:5]([C:7]3[CH:8]=[CH:9][C:10]4[O:11][CH2:12][C:13](=[O:17])[NH:14][C:15]=4[N:16]=3)[C:4](=[O:18])[CH2:3]2)=[CH:23][CH:22]=1 |f:2.3.4,5.6,7.8|. Procedure: 6-(4-Amino-2-oxopyrrolidin-1-yl)-2H-pyrido[3,2-b][1,4]oxazin-3(4H)-one (Reference Examples 19; 67 mg, 0.250 mmol) and 4-(7-methoxy-2-oxoquinoxalin-1(2H)-yl)butanal (Reference Examples 3; 58 mg, 0.250 mmol) were dissolved in N,N-dimethylformamide (4 ml). Sodium sulfate (800 mg) was added to this solution and the mixture was stirred at room temperature for 8 hours. Sodium triacetoxyborohydride (80 mg, 0.375 mmol) was added to the reaction solution and the mixture was stirred overnight at room temp... Starting materials: C(C)OC(=O)C1=CNC2=CC=C(C=C12)CCC1=CC=CC=C1 (3-ethyloxycarbonyl-5-phenethylindole), [OH-].[K+] (KOH), acid, Cl (HCl). Solvent: CCO (EtOH). Product: C(CC1=CC=CC=C1)C=1C=C2C=CNC2=CC1 (5-phenethylindole). As a reaction SMILES: C(OC([C:6]1[C:14]2[C:9](=[CH:10][CH:11]=[C:12]([CH2:15][CH2:16][C:17]3[CH:22]=[CH:21][CH:20]=[CH:19][CH:18]=3)[CH:13]=2)[NH:8][CH:7]=1)=O)C.[OH-].[K+].Cl>CCO>[CH2:15]([C:12]1[CH:13]=[C:14]2[C:9](=[CH:10][CH:11]=1)[NH:8][CH:7]=[CH:6]2)[CH2:16][C:17]1[CH:18]=[CH:19][CH:20]=[CH:21][CH:22]=1 |f:1.2|. Reported procedure: To a solution of the 3-ethyloxycarbonyl-5-phenethylindole (0.4 g, 1.5 mmol) in EtOH 95% (10 ml) was added an excess of KOH (0.5 g) and the reaction mixture was heated at reflux for 2 h. The solution was acidified with 1N HCl (10 ml) and the precipitated material was collected by filtration. The solid was washed well with H2O (2×10 ml) to give the corresponding acid. The acid (0.3 g, 1.2 mmol) was immersed in an oil bath and then heated at about 235°-240° C. for 15 min to give a brown syrup. Dist... Reactants: ClNC(CCCCCCCCCCCCCCC)=O (palmitic N-chloramide), Cl (hydrochloric acid), C(C)(C)(C)O (tertiary butanol), N(C)CC(=O)O (sarcosine), [OH-].[Na+] (sodium hydroxide). The solvent is O (water). Reaction conditions: temperature 50 celsius. Product: CN1C(=O)N(C(=O)C1)CCCCCCCCCCCCCCC (1-methyl-3-n-pentadecyl hydantoin). Isolated yield 91.0%. RXN SMILES: Cl[NH:2][C:3](=O)[CH2:4][CH2:5][CH2:6][CH2:7][CH2:8][CH2:9][CH2:10][CH2:11][CH2:12][CH2:13][CH2:14][CH2:15][CH2:16][CH2:17]C.[NH:20]([CH2:22]C(O)=O)[CH3:21].[OH-:26].[Na+].Cl.[C:29]([OH:33])(C)(C)[CH3:30]>O>[CH3:21][N:20]1[CH2:30][C:29](=[O:33])[N:2]([CH2:3][CH2:4][CH2:5][CH2:6][CH2:7][CH2:8][CH2:9][CH2:10][CH2:11][CH2:12][CH2:13][CH2:14][CH2:15][CH2:16][CH3:17])[C:22]1=[O:26] |f:2.3|. Procedure details: To a mixture containing 57.9 g (0.2 mol) of palmitic N-chloramide dissolved in 500 ml tertiary butanol at 40° C. was added 17.8 g (0.2 mol) sarcosine, 16 g (0.4 mol) sodium hydroxide and 100 ml of water. The resulting mixture was heated at 50° C. for 1 hour and then acidified with 10% hydrochloric acid (pH 3) without cooling and tertiary butanol is distilled off. During distillation, the N-methyl-N'-n-pentadecyl ureidoacetic acid precipitated was first converted into 1-methyl-3-n-pentadecyl hyda...